The task is: describe an organic reaction: reactants, conditions, products, and yield. This data is from the Open Reaction Database (ORD), a public repository of structured organic reaction records. Starting materials: CCOC(=O)CN1C(=O)C(C(C)C)N(C(C)=O)C=C1c1ccccc1, CCO, Cl, [Li+], [OH-]. Product: CC(=O)N1C=C(c2ccccc2)N(CC(=O)O)C(=O)C1C(C)C. As a reaction SMILES: [C:3]([CH3:4])(=[O:5])[N:6]1[CH:7]([CH:25]([CH3:26])[CH3:27])[C:8](=[O:24])[N:9]([CH2:18][C:19](=[O:20])[O:21][CH2:22][CH3:23])[C:10]([c:12]2[cH:13][cH:14][cH:15][cH:16][cH:17]2)=[CH:11]1.[CH3:29][CH2:30][OH:31].[ClH:28].[Li+:1].[OH-:2]>>[C:3]([CH3:4])(=[O:5])[N:6]1[CH:7]([CH:25]([CH3:26])[CH3:27])[C:8](=[O:24])[N:9]([CH2:18][C:19](=[O:20])[OH:21])[C:10]([c:12]2[cH:13][cH:14][cH:15][cH:16][cH:17]2)=[CH:11]1. The reactants are C1(=CC=CC=C1)CCCCN1CCC(CC1)NC(=O)C1=CC2=CN=C3C=CC=C(S1)N32 (N-[1-(4-phenylbutan-1-yl)piperidin-4-yl]-5-thia-1,8b-diazaacenaphthylene-4-carboxamide), Cl (hydrochloric acid). Solvent: C(C)O (ethanol). Run at time 16 hour. The product is Cl.Cl.C1(=CC=CC=C1)CCCCN1CCC(CC1)NC(=O)C1=CC2=CN=C3C=CC=C(S1)N32 (N-[1-(4-phenylbutan-1-yl)piperidin-4-yl]-5-thia-1,8b-diazaacenaphthylene-4-carboxamide dihydrochloride). Reaction SMILES: [C:1]1([CH2:7][CH2:8][CH2:9][CH2:10][N:11]2[CH2:16][CH2:15][CH:14]([NH:17][C:18]([C:20]3[S:30][C:29]4[N:31]5[C:22](=[CH:23][N:24]=[C:25]5[CH:26]=[CH:27][CH:28]=4)[CH:21]=3)=[O:19])[CH2:13][CH2:12]2)[CH:6]=[CH:5][CH:4]=[CH:3][CH:2]=1.[ClH:32]>C(O)C>[ClH:32].[ClH:32].[C:1]1([CH2:7][CH2:8][CH2:9][CH2:10][N:11]2[CH2:12][CH2:13][CH:14]([NH:17][C:18]([C:20]3[S:30][C:29]4[N:31]5[C:22](=[CH:23][N:24]=[C:25]5[CH:26]=[CH:27][CH:28]=4)[CH:21]=3)=[O:19])[CH2:15][CH2:16]2)[CH:2]=[CH:3][CH:4]=[CH:5][CH:6]=1 |f:3.4.5|. Procedure: To a solution of 437.4 mg (1.01 mM) of N-[1-(4-phenylbutan-1-yl)piperidin-4-yl]-5-thia-1,8b-diazaacenaphthylene-4-carboxamide in ethanol (10 ml) was added 0.5 ml (6 mM) of 12N-hydrochloric acid and the mixture was stirred at room temperature for 16 hours. After this reaction mixture was concentrated, a small amount of ethanol was added to the residue and the crystals were collected by filtration and rinsed with ethanol and diethyl ether to provide the title compound as orange-colored crystals. Starting materials: C1OC2(C(C3[C@H](C([C@H]4[C@@H]5CC[C@@H]([C@@]5(C)CC[C@@H]4[C@]3(CC2)C)O[Si](C)(C)C(C)(C)C)=O)CO)(C)C)OC1 (3,3-(ethylenedioxy)-4,4-dimethyl-6α-hydroxymethyl-17β-tert-butyldimethylsilyloxyandrostan-7-one). Run in CO (MeOH). Run at time 1 hour. The product is CC1(C2[C@H]([C@H]([C@H]3[C@@H]4CC[C@@H]([C@@]4(C)CC[C@@H]3[C@]2(CCC1=O)C)O)O)CO)C (4,4-dimethyl-6α-hydroxymethyl-7α,17β-dihydroxyandrostan-3-one). Isolated yield 76.0%. As a reaction SMILES: C1CO[C:3]2([CH2:20][CH2:19][C@@:18]3([CH3:21])[CH:5]([C@@H:6]([CH2:31][OH:32])[C:7](=[O:30])[C@@H:8]4[C@@H:17]3[CH2:16][CH2:15][C@@:13]3([CH3:14])[C@H:9]4[CH2:10][CH2:11][C@@H:12]3[O:22][Si](C(C)(C)C)(C)C)[C:4]2([CH3:34])[CH3:33])[O:2]1>CO>[CH3:33][C:4]1([CH3:34])[C:3](=[O:2])[CH2:20][CH2:19][C@@:18]2([CH3:21])[CH:5]1[C@@H:6]([CH2:31][OH:32])[C@@H:7]([OH:30])[C@@H:8]1[C@@H:17]2[CH2:16][CH2:15][C@@:13]2([CH3:14])[C@H:9]1[CH2:10][CH2:11][C@@H:12]2[OH:22]. Procedure details: To a stirred solution of 3,3-(ethylenedioxy)-4,4-dimethyl-6α-hydroxymethyl-17β-tert-butyldimethylsilyloxyandrostan-7-one (Preparation 9—Step 5, 1.0 g) in MeOH (40 ml) NaBH4 (140 mg) was added at 0° C. and the mixture was warmed to RT. After 1 h the mixture was quenched by addition of 5% NaH2PO4 and extracted with DCM. The combined organic extracts were washed with brine, dried over Na2SO4 and evaporated to dryness. The residue was dissolved in dioxane (20 ml) and 1N HCl (10 ml) was added. The re... Reactants: COc1ccc(-n2nc(OC(C)C)cc2-c2ccc(OCc3ccccc3)cc2)cc1, CCO, O=C[O-], [NH4+], C1CCOC1, O. Yields the product COc1ccc(-n2nc(OC(C)C)cc2-c2ccc(O)cc2)cc1. RXN SMILES: [CH2:8]([c:9]1[cH:10][cH:11][cH:12][cH:13][cH:14]1)[O:15][c:16]1[cH:17][cH:18][c:19](-[c:22]2[cH:23][c:24]([O:35][CH:36]([CH3:37])[CH3:38])[n:25][n:26]2-[c:27]2[cH:28][cH:29][c:30]([O:33][CH3:34])[cH:31][cH:32]2)[cH:20][cH:21]1.[CH3:5][CH2:6][OH:7].[CH:1]([O-:2])=[O:3].[NH4+:4].[O:40]1[CH2:41][CH2:42][CH2:43][CH2:44]1.[OH2:39]>>[OH:15][c:16]1[cH:17][cH:18][c:19](-[c:22]2[cH:23][c:24]([O:35][CH:36]([CH3:37])[CH3:38])[n:25][n:26]2-[c:27]2[cH:28][cH:29][c:30]([O:33][CH3:34])[cH:31][cH:32]2)[cH:20][cH:21]1.